Dataset: the Open Reaction Database (ORD), a public repository of structured organic reaction records. Task: describe an organic reaction: reactants, conditions, products, and yield Reactants: CC(C)(C)[Si](C)(C)Cl, CN(C)C=O, OCC(O)CCl, c1c[nH]cn1. The product is CC(C)(C)[Si](C)(C)OCC(O)CCl. Reaction SMILES: [C:7]([CH3:8])([CH3:9])([CH3:10])[Si:11]([Cl:12])([CH3:13])[CH3:14].[CH3:20][N:21]([CH3:22])[CH:23]=[O:24].[Cl:1][CH2:2][CH:3]([CH2:4][OH:5])[OH:6].[nH:15]1[cH:16][cH:17][n:18][cH:19]1>>[Cl:1][CH2:2][CH:3]([CH2:4][O:5][Si:11]([C:7]([CH3:8])([CH3:9])[CH3:10])([CH3:13])[CH3:14])[OH:6]. The reactants are C(C1=CC=CC=C1)(=O)N1CC(CCC1)C(=O)OCC (ethyl 1-benzoyl-3-piperidinecarboxylate), S-ethyl nipecotate, S1C(=CC=C1)CC(=O)Cl (2-thiopheneacetyl chloride). Yields the product S1C(=CC=C1)CC(=O)N1C[C@H](CCC1)C(=O)OCC ((S)-ethyl 1-(2-thiopheneacetyl)-3-piperidinecarboxylate). Reaction SMILES: [C:1]([N:9]1[CH2:14][CH2:13][CH2:12][CH:11]([C:15]([O:17][CH2:18][CH3:19])=[O:16])[CH2:10]1)(=[O:8])[C:2]1C=[CH:6][CH:5]=[CH:4][CH:3]=1.[S:20]1C=CC=C1CC(Cl)=O>>[S:20]1[CH:6]=[CH:5][CH:4]=[C:3]1[CH2:2][C:1]([N:9]1[CH2:14][CH2:13][CH2:12][C@H:11]([C:15]([O:17][CH2:18][CH3:19])=[O:16])[CH2:10]1)=[O:8]. Reported procedure: The reaction was run in the same manner as ethyl 1-benzoyl-3-piperidinecarboxylate, starting with commercially available S-ethyl nipecotate (1.0 g; 6.37 mmol; Chemi SpA; Italy) and 2-thiopheneacetyl chloride (785 μl; 6.37 mmol). The crude product was distilled as 225° C./0.1 torr, giving (S)-ethyl 1-(2-thiopheneacetyl)-3-piperidinecarboxylate (1.23 g) as a light yellow oil. MS m/z (positive ion), 585 (dimer+Na+; 10), 304 (M+Na+; 50), 282 (MH+; 100), 158 (50). OR (MeOH; 589) +62.96°. Product was ...